Task: describe an organic reaction: reactants, conditions, products, and yield. Dataset: the Open Reaction Database (ORD), a public repository of structured organic reaction records Yields the product ClC=1C=C(C=CC1F)NC1=C(C=NC2=CC(=C(C=C12)OCC)OCC)C#N (4-(3-Chloro-4-fluorophenylamino)-6,7-diethoxy-3-quinolinecarbonitrile). The reactants are ClC1=C(C=NC2=CC(=C(C=C12)OCC)OCC)C#N (4-chloro-6,7-diethoxy-3-quinolinecarbonitrile), ClC=1C=C(N)C=CC1F (3-chloro-4-fluoroaniline). Procedure: In the manner of Example 105 reaction of 4-chloro-6,7-diethoxy-3-quinolinecarbonitrile with 3-chloro-4-fluoroaniline gave the title compound as an off-white solid, mp 194-198° C. As a reaction SMILES: Cl[C:2]1[C:11]2[C:6](=[CH:7][C:8]([O:15][CH2:16][CH3:17])=[C:9]([O:12][CH2:13][CH3:14])[CH:10]=2)[N:5]=[CH:4][C:3]=1[C:18]#[N:19].[Cl:20][C:21]1[CH:22]=[C:23]([CH:25]=[CH:26][C:27]=1[F:28])[NH2:24]>>[Cl:20][C:21]1[CH:22]=[C:23]([NH:24][C:2]2[C:11]3[C:6](=[CH:7][C:8]([O:15][CH2:16][CH3:17])=[C:9]([O:12][CH2:13][CH3:14])[CH:10]=3)[N:5]=[CH:4][C:3]=2[C:18]#[N:19])[CH:25]=[CH:26][C:27]=1[F:28]. Reactants: FC1=CC(=C(C=C1)C#CC1=CC(=NC=C1)NC(=O)N)C ([4-(4-Fluoro-2-methyl-phenylethynyl)-pyridin-2-yl]-urea), [H][H] (hydrogen). Reagents/catalysts: [Pd] (palladium on carbon). The solvent is CO (methanol), C(Cl)Cl (DCM), CO (Methanol). The product is FC1=CC(=C(C=C1)CCC1=CC(=NC=C1)NC(=O)N)C ({4-[2-(4-Fluoro-2-methyl-phenyl)-ethyl]-pyridin-2-yl}-urea). Isolated yield 70.8%. As a reaction SMILES: [F:1][C:2]1[CH:7]=[CH:6][C:5]([C:8]#[C:9][C:10]2[CH:15]=[CH:14][N:13]=[C:12]([NH:16][C:17]([NH2:19])=[O:18])[CH:11]=2)=[C:4]([CH3:20])[CH:3]=1.[H][H]>CO.C(Cl)Cl.[Pd]>[F:1][C:2]1[CH:7]=[CH:6][C:5]([CH2:8][CH2:9][C:10]2[CH:15]=[CH:14][N:13]=[C:12]([NH:16][C:17]([NH2:19])=[O:18])[CH:11]=2)=[C:4]([CH3:20])[CH:3]=1. Reported procedure: [4-(4-Fluoro-2-methyl-phenylethynyl)-pyridin-2-yl]-urea (25 mg, 0.093 mmol) is dissolved in methanol (1.0 mL) and DCM (1.0 mL). Then 5% palladium on carbon (20 mg, 0.0090 mmol) is added. The reaction is stirred for 16 hrs under the hydrogen atmosphere. The palladium on carbon is filtered and the filtrate is concentrated to give the crude product. Methanol (1 mL) is added into the crude and a white solid is formed. The solid is filtered, rinsed with more methanol and dried to give 18 mg of the ti...